Dataset: the Open Reaction Database (ORD), a public repository of structured organic reaction records. Task: describe an organic reaction: reactants, conditions, products, and yield The reactants are C1CCOC1, CC(C)NC(C)C, O=CC1CCCC1, CSc1nc(Cl)cc(Cl)n1, [Li]. The product is CSc1nc(Cl)c(C(O)C2CCCC2)c(Cl)n1. As a reaction SMILES: [CH2:26]1[O:27][CH2:28][CH2:29][CH2:30]1.[CH:11]([NH:12][CH:13]([CH3:14])[CH3:15])([CH3:16])[CH3:17].[CH:19]1([CH:24]=[O:25])[CH2:20][CH2:21][CH2:22][CH2:23]1.[Cl:1][c:2]1[n:3][c:4]([S:9][CH3:10])[n:5][c:6]([Cl:8])[cH:7]1.[Li:18]>>[Cl:1][c:2]1[n:3][c:4]([S:9][CH3:10])[n:5][c:6]([Cl:8])[c:7]1[CH:24]([CH:19]1[CH2:20][CH2:21][CH2:22][CH2:23]1)[OH:25].